Dataset: the Open Reaction Database (ORD), a public repository of structured organic reaction records. Task: describe an organic reaction: reactants, conditions, products, and yield Reactants: COC(=O)C(=Cc1ccccc1)NC(=O)c1c(C)cc(C(=O)NCc2cccc(O)c2)cc1Cl, CO, [Li+], C1CCOC1, [OH-], O, O. The product is Cc1cc(C(=O)NCc2cccc(O)c2)cc(Cl)c1C(=O)NC(=Cc1ccccc1)C(=O)O. As a reaction SMILES: [CH3:1][O:2][C:3]([C:4](=[CH:5][c:6]1[cH:7][cH:8][cH:9][cH:10][cH:11]1)[NH:12][C:13]([c:14]1[c:15]([Cl:32])[cH:16][c:17]([C:21](=[O:22])[NH:23][CH2:24][c:25]2[cH:26][c:27]([OH:31])[cH:28][cH:29][cH:30]2)[cH:18][c:19]1[CH3:20])=[O:33])=[O:34].[CH3:44][OH:45].[Li+:37].[O:39]1[CH2:40][CH2:41][CH2:42][CH2:43]1.[OH-:36].[OH2:35].[OH2:38]>>[O:2]=[C:3]([C:4](=[CH:5][c:6]1[cH:7][cH:8][cH:9][cH:10][cH:11]1)[NH:12][C:13]([c:14]1[c:15]([Cl:32])[cH:16][c:17]([C:21](=[O:22])[NH:23][CH2:24][c:25]2[cH:26][c:27]([OH:31])[cH:28][cH:29][cH:30]2)[cH:18][c:19]1[CH3:20])=[O:33])[OH:34].